This data is from the Open Reaction Database (ORD), a public repository of structured organic reaction records. The task is: describe an organic reaction: reactants, conditions, products, and yield The reactants are [Si](C)(C)(C(C)(C)C)OCC1=CC=C(C=C1)C1(C(C1)C=C)C(=O)OC (methyl 1-(4'-t-butyldimethylsilyloxymethylphenyl)-2-vinylcyclopropane-1-carboxylate), [N+](CCCC)(CCCC)(CCCC)CCCC.[F-] (n-Bu4NF), Cl (HCl). Run in C1CCOC1 (THF). Conditions: time 3 hour. Yields the product OCC1=CC=C(C=C1)C1(CC=CC1)C(=O)OC (methyl 1-(4'-hydroxymethylphenyl)cyclopent-3-ene-1-carboxylate). As a reaction SMILES: [Si]([O:8][CH2:9][C:10]1[CH:15]=[CH:14][C:13]([C:16]2([C:21]([O:23][CH3:24])=[O:22])[CH2:18][CH:17]2[CH:19]=[CH2:20])=[CH:12][CH:11]=1)(C(C)(C)C)(C)C.[N+](CCCC)(CCCC)(CCCC)CCCC.[F-].Cl>C1COCC1>[OH:8][CH2:9][C:10]1[CH:11]=[CH:12][C:13]([C:16]2([C:21]([O:23][CH3:24])=[O:22])[CH2:18][CH:17]=[CH:19][CH2:20]2)=[CH:14][CH:15]=1 |f:1.2|. Procedure details: To a solution of the title compound of Step 2, above, (1.8 g, 5.23 mmol) in 25 ml THF was added n-Bu4NF (1.5 g, 5.75 mmol), and the resulting solution was stirred at ambient temperature for 3 hours. The mixture was poured into 50 ml 1N HCl and extracted (EtOAc, 4×30 ml). The combined extracts were dried over MgSO4, filtered and concentrated to yield 1.51 g of the title compound as an oil which was used crude in the next step. Reactants: Cc1oc(-c2ccccc2)nc1C(=O)O, CO, Nc1ccccc1-c1nc2cc(CN3CCOCC3)cnc2s1, O. Yields the product Cc1oc(-c2ccccc2)nc1C(=O)Nc1ccccc1-c1nc2cc(CN3CCOCC3)cnc2s1. RXN SMILES: [CH3:24][c:25]1[c:26]([C:36](=[O:37])[OH:38])[n:27][c:28](-[c:30]2[cH:31][cH:32][cH:33][cH:34][cH:35]2)[o:29]1.[CH3:40][OH:41].[O:1]1[CH2:2][CH2:3][N:4]([CH2:7][c:8]2[cH:9][c:10]3[c:11]([n:12][cH:13]2)[s:14][c:15](-[c:17]2[c:18]([NH2:19])[cH:20][cH:21][cH:22][cH:23]2)[n:16]3)[CH2:5][CH2:6]1.[OH2:39]>>[O:1]1[CH2:2][CH2:3][N:4]([CH2:7][c:8]2[cH:9][c:10]3[c:11]([n:12][cH:13]2)[s:14][c:15](-[c:17]2[c:18]([NH:19][C:36]([c:26]4[c:25]([CH3:24])[o:29][c:28](-[c:30]5[cH:31][cH:32][cH:33][cH:34][cH:35]5)[n:27]4)=[O:37])[cH:20][cH:21][cH:22][cH:23]2)[n:16]3)[CH2:5][CH2:6]1. Starting materials: CCCn1c(=O)c2c(nc(C=Cc3ccc(OC)c(OC)c3)n2C)n(CCC)c1=O, O=S(=O)(O)Cl, O=S(Cl)Cl. The product is CCCn1c(=O)c2c(nc(C=Cc3cc(OC)c(OC)cc3S(=O)(=O)O)n2C)n(CCC)c1=O. Reaction SMILES: [CH3:1][O:2][c:3]1[cH:4][c:5]([CH:6]=[CH:7][c:8]2[n:9][c:10]3[n:11]([CH2:23][CH2:24][CH3:25])[c:12](=[O:22])[n:13]([CH2:19][CH2:20][CH3:21])[c:14](=[O:18])[c:15]3[n:16]2[CH3:17])[cH:26][cH:27][c:28]1[O:29][CH3:30].[Cl:31][S:32](=[O:33])(=[O:34])[OH:35].[S:36]([Cl:37])([Cl:38])=[O:39]>>[CH3:1][O:2][c:3]1[cH:4][c:5]([CH:6]=[CH:7][c:8]2[n:9][c:10]3[n:11]([CH2:23][CH2:24][CH3:25])[c:12](=[O:22])[n:13]([CH2:19][CH2:20][CH3:21])[c:14](=[O:18])[c:15]3[n:16]2[CH3:17])[c:26]([S:32](=[O:33])(=[O:34])[OH:35])[cH:27][c:28]1[O:29][CH3:30]. Starting materials: CN(CCN(C)C)C (tetramethylethylene diamine), N1=C(C=CC=C1)C=O (2-pyridinecarboxaldehyde), COC=1C=C(CO)C=CC1 (3-methoxybenzylalcohol), [Li]CCCC (n-BuLi), [Li]CCCC (n-BuLi). The solvent is CCOCC (ether). Reaction conditions: time 2 hour. Product: OCC1=C(C(=CC=C1)OC)C(O)C1=NC=CC=C1 (α-[2-(hydroxymethyl)-6-methoxyphenyl]-2-pyridinemethanol). The yield is 34.0%. As a reaction SMILES: [CH3:1][O:2][C:3]1[CH:4]=[C:5]([CH:8]=[CH:9][CH:10]=1)[CH2:6][OH:7].[Li]CCCC.CN(C)CCN(C)C.[N:24]1[CH:29]=[CH:28][CH:27]=[CH:26][C:25]=1[CH:30]=[O:31]>CCOCC>[OH:7][CH2:6][C:5]1[CH:8]=[CH:9][CH:10]=[C:3]([O:2][CH3:1])[C:4]=1[CH:30]([C:25]1[CH:26]=[CH:27][CH:28]=[CH:29][N:24]=1)[OH:31]. Procedure details: To a solution of 3-methoxybenzylalcohol (50.0 g, 0.36 mol) in ether (1.1 L) at -20° C. was added n-BuLi (76.0 mL, 0.756 mol) at such a rate that the internal temperature of the reaction was maintained at less than -10° C. When the addition of n-BuLi was complete, the mixture was warmed to room temperature and stirred for 2 hours. The mixture was cooled to 0° C. and tetramethylethylene diamine (42.0 g, 0.36 mol) was added. The reaction mixture was cooled to -30° C. and 2-pyridinecarboxaldehyde (5...